From a dataset of the Open Reaction Database (ORD), a public repository of structured organic reaction records. describe an organic reaction: reactants, conditions, products, and yield Starting materials: C=C1CCCCCCCC(=O)CCCCCCC1, CCOC(C)=O, [H][H]. Yields the product CC1CCCCCCCC(=O)CCCCCCC1. Reaction SMILES: [CH2:1]=[C:2]1[CH2:3][CH2:4][CH2:5][CH2:6][CH2:7][CH2:8][CH2:9][C:10](=[O:18])[CH2:11][CH2:12][CH2:13][CH2:14][CH2:15][CH2:16][CH2:17]1.[CH3:21][CH2:22][O:23][C:24](=[O:25])[CH3:26].[H:19][H:20]>>[CH3:1][CH:2]1[CH2:3][CH2:4][CH2:5][CH2:6][CH2:7][CH2:8][CH2:9][C:10](=[O:18])[CH2:11][CH2:12][CH2:13][CH2:14][CH2:15][CH2:16][CH2:17]1. The reactants are C(CC(=O)C)(=O)OC (methyl acetoacetate), C(CCCCCC)(=O)C1=CC=CC=C1 (heptanophenone), [H-].[Na+] (NaH), C(CCC)[Li] (n-butyl lithium). The solvent is CCCCCC (hexane), O1CCCC1 (tetrahydrofuran). Product: C(CCCCC)C1(CC(=CC(O1)=O)O)C1=CC=CC=C1 (5,6-Dihydro-6-hexyl-4-hydroxy-6-phenyl-2H-pyran-2-one). As a reaction SMILES: [C:1](OC)(=[O:6])[CH2:2][C:3]([CH3:5])=[O:4].[H-].[Na+].C([Li])CCC.[C:16]([C:24]1[CH:29]=[CH:28][CH:27]=[CH:26][CH:25]=1)(=[O:23])[CH2:17][CH2:18][CH2:19][CH2:20][CH2:21][CH3:22]>CCCCCC.O1CCCC1>[CH2:17]([C:16]1([C:24]2[CH:25]=[CH:26][CH:27]=[CH:28][CH:29]=2)[O:23][C:1](=[O:6])[CH:2]=[C:3]([OH:4])[CH2:5]1)[CH2:18][CH2:19][CH2:20][CH2:21][CH3:22] |f:1.2|. Reported procedure: The title compound was prepared as described in General Method 1 using 25 mmol of methyl acetoacetate, 27.5 mmol of NaH 60% dispersion in oil, 26.25 mmol of 1.6M n-butyl lithium in hexane, 25 mmol of heptanophenone and 70 mL of tetrahydrofuran. Upon concentrating the reaction, a solid precipitated out which was triturated with ether and filtered (m.p. 119°-120.5° C.). 1H NMR (CDCl3) δ 0.84 (t, 3 H), 1.1-1.4 (m, 8 H), 1.9-2.0 (m, 2 H), 2.89 (d, 1 H), 2.93 (d, 1 H), 3.24 (d, 1 H), 3.35 (d, 1 H), 7... Reactants: resultant solution, [Na] (sodium), FC(C(=O)O)(S(=O)(=O)O)F (difluorosulfoacetic acid), O=C1C2CC3(CC(CC1C3)C2)O (4-oxo-1-adamantanol), C(C)C1=CC=CC=C1 (ethylbenzene), S(O)(O)(=O)=O (sulfuric acid). Product: [Na] (sodium), FC(C(=O)OC12CC3C(C(CC(C1)C3)C2)=O)(S(=O)(=O)O)F (4-oxo-1-adamantyl difluorosulfoacetate). As a reaction SMILES: [Na:1].[F:2][C:3]([F:11])([S:7]([OH:10])(=[O:9])=[O:8])[C:4]([OH:6])=[O:5].[O:12]=[C:13]1[CH:20]2[CH2:21][C:16]3(O)[CH2:17][CH:18]([CH2:22][CH:14]1[CH2:15]3)[CH2:19]2.C(C1C=CC=CC=1)C.S(=O)(=O)(O)O>>[Na:1].[F:2][C:3]([F:11])([S:7]([OH:10])(=[O:9])=[O:8])[C:4]([O:6][C:18]12[CH2:22][CH:14]3[CH2:15][CH:16]([CH2:21][CH:20]([C:13]3=[O:12])[CH2:19]1)[CH2:17]2)=[O:5] |^1:0,36|. Reported procedure: To a mixture of 5.0 parts of sodium salt of difluorosulfoacetic acid (purity: 62.6%), 2.6 parts of 4-oxo-1-adamantanol and 100 parts of ethylbenzene, 0.6 part of concentrated sulfuric acid was added and the resultant solution was refluxed for 30 hours. The mixture was cooled and filtrated. The obtained solid was washed with tert-butyl methyl ether to obtain 5.5 parts of sodium salt of 4-oxo-1-adamantyl difluorosulfoacetate. The purity thereof was 35.6% according to 1H-NMR analysis. Starting materials: BrC1=CC=C(OC[C@@H](CCC=2C=NC=CC2)O)C=C1 ((2R)-1-(4-bromophenoxy)-4-(3-pyridyl)-2-butanol), C([O-])([O-])=O.[Na+].[Na+] (sodium carbonate), C(C1=CC=CC=C1)OC=1C=C(C=CC1)B(O)O (3-(benzyloxy)benzeneboronic acid), C1(=CC=CC=C1)C (toluene). The reagents and catalysts are C=1C=CC(=CC1)[P](C=2C=CC=CC2)(C=3C=CC=CC3)[Pd]([P](C=4C=CC=CC4)(C=5C=CC=CC5)C=6C=CC=CC6)([P](C=7C=CC=CC7)(C=8C=CC=CC8)C=9C=CC=CC9)[P](C=1C=CC=CC1)(C=1C=CC=CC1)C=1C=CC=CC1 (tetrakis(triphenylphosphine)palladium(0)). Solvent: C(C)O (ethanol). Reaction conditions: temperature 120 celsius. Yields the product C(C1=CC=CC=C1)OC=1C=C(C=CC1)C1=CC=C(C=C1)OC[C@@H](CCC=1C=NC=CC1)O ((2R)-1-(3'-(Benzyloxy)biphenyl-4-yloxy)-4-(3-pyridyl)-2-butanol). Yield: 83.5%. As a reaction SMILES: Br[C:2]1[CH:19]=[CH:18][C:5]([O:6][CH2:7][C@H:8]([OH:17])[CH2:9][CH2:10][C:11]2[CH:12]=[N:13][CH:14]=[CH:15][CH:16]=2)=[CH:4][CH:3]=1.[CH2:20]([O:27][C:28]1[CH:29]=[C:30](B(O)O)[CH:31]=[CH:32][CH:33]=1)[C:21]1[CH:26]=[CH:25][CH:24]=[CH:23][CH:22]=1.C1(C)C=CC=CC=1.C(=O)([O-])[O-].[Na+].[Na+]>C1C=CC([P]([Pd]([P](C2C=CC=CC=2)(C2C=CC=CC=2)C2C=CC=CC=2)([P](C2C=CC=CC=2)(C2C=CC=CC=2)C2C=CC=CC=2)[P](C2C=CC=CC=2)(C2C=CC=CC=2)C2C=CC=CC=2)(C2C=CC=CC=2)C2C=CC=CC=2)=CC=1.C(O)C>[CH2:20]([O:27][C:28]1[CH:33]=[C:32]([C:2]2[CH:19]=[CH:18][C:5]([O:6][CH2:7][C@H:8]([OH:17])[CH2:9][CH2:10][C:11]3[CH:12]=[N:13][CH:14]=[CH:15][CH:16]=3)=[CH:4][CH:3]=2)[CH:31]=[CH:30][CH:29]=1)[C:21]1[CH:26]=[CH:25][CH:24]=[CH:23][CH:22]=1 |f:3.4.5,^1:53,55,74,93|. Reported procedure: Prepared according to the method described in Example 33a) from (2R)-1-(4-bromophenoxy)-4-(3-pyridyl)-2-butanol (0.97 g, Example 40a), 3-(benzyloxy)benzeneboronic acid (1.0 g, Example 93b), tetrakis(triphenylphosphine)palladium(0) (0.09 g), toluene (7.5 ml), ethanol (2 ml) and aqueous sodium carbonate (2 M, 3.5 ml) with heating at 120° C. for 2 hours 30 minutes. After work up the residue was purified by column chromatography over silica eluting with methanol:dichloromethane (5:95) to give the ti... Starting materials: resultant mixture, C(CCC)[Sn](CCCC)(CCCC)Cl (tributyltin chloride), O (water), [N-]=[N+]=[N-].[Na+] (sodium azide), C(CCC)[Sn](CCCC)(CCCC)Cl (tributyltin chloride). Solvent: COC(C)(C)C (tert-butyl methyl ether). The product is C(CCC)[Sn](CCCC)(CCCC)N=[N+]=[N-] (Tributyltin azide). Yield: 64.3%. As a reaction SMILES: O.[N-:2]=[N+:3]=[N-:4].[Na+].[CH2:6]([Sn:10](Cl)([CH2:15][CH2:16][CH2:17][CH3:18])[CH2:11][CH2:12][CH2:13][CH3:14])[CH2:7][CH2:8][CH3:9]>COC(C)(C)C>[CH2:15]([Sn:10]([N:2]=[N+:3]=[N-:4])([CH2:6][CH2:7][CH2:8][CH3:9])[CH2:11][CH2:12][CH2:13][CH3:14])[CH2:16][CH2:17][CH3:18] |f:1.2|. Procedure: Into 40 ml of distilled water was added 9.99 g of sodium azide (0.154 mol, 10.0 equiv), 30 ml tert-butyl methyl ether, and 5.0 g (0.0154 mol, 1.0 equiv) tributyltin chloride. The resultant mixture was stirred at room temperature for one hour. Carbon 13 NMR of an aliquot taken at this point showed absence of the starting tributyltin chloride. Therefore, the organic layer, after being separated from the aqueous layer, was dried over anhydrous sodium sulfate, filtered, concentrated, and distilled t...